From a dataset of the Open Reaction Database (ORD), a public repository of structured organic reaction records. describe an organic reaction: reactants, conditions, products, and yield Reactants: C1CCOC1, CI, [H-], CCOC(=O)Nc1c(Oc2ccc(N)cc2)ccnc1N, [Na+]. The product is CCOC(=O)N(C)c1c(Oc2ccc(N)cc2)ccnc1N. As a reaction SMILES: [CH2:26]1[O:27][CH2:28][CH2:29][CH2:30]1.[CH3:24][I:25].[H-:22].[NH2:1][c:2]1[cH:3][cH:4][c:5]([O:6][c:7]2[c:8]([NH:14][C:15]([O:16][CH2:17][CH3:18])=[O:19])[c:9]([NH2:13])[n:10][cH:11][cH:12]2)[cH:20][cH:21]1.[Na+:23]>>[NH2:1][c:2]1[cH:3][cH:4][c:5]([O:6][c:7]2[c:8]([N:14]([C:15]([O:16][CH2:17][CH3:18])=[O:19])[CH3:24])[c:9]([NH2:13])[n:10][cH:11][cH:12]2)[cH:20][cH:21]1.